describe an organic reaction: reactants, conditions, products, and yield From a dataset of the Open Reaction Database (ORD), a public repository of structured organic reaction records. Reactants: [BH4-], O=C(CCCN1CCC(NC(=O)c2ccccc2)CC1)c1ccccc1, CO, Cl, [Na+], [Na+], [OH-]. The product is O=C(NC1CCN(CCCC(O)c2ccccc2)CC1)c1ccccc1. RXN SMILES: [BH4-:27].[C:1]([c:2]1[cH:3][cH:4][cH:5][cH:6][cH:7]1)(=[O:8])[NH:9][CH:10]1[CH2:11][CH2:12][N:13]([CH2:16][CH2:17][CH2:18][C:19](=[O:20])[c:21]2[cH:22][cH:23][cH:24][cH:25][cH:26]2)[CH2:14][CH2:15]1.[CH3:30][OH:31].[ClH:29].[Na+:28].[Na+:33].[OH-:32]>>[C:1]([c:2]1[cH:3][cH:4][cH:5][cH:6][cH:7]1)(=[O:8])[NH:9][CH:10]1[CH2:11][CH2:12][N:13]([CH2:16][CH2:17][CH2:18][CH:19]([OH:20])[c:21]2[cH:22][cH:23][cH:24][cH:25][cH:26]2)[CH2:14][CH2:15]1.